From a dataset of the Open Reaction Database (ORD), a public repository of structured organic reaction records. describe an organic reaction: reactants, conditions, products, and yield Reaction SMILES: [CH3:1][O:2][C:3]1[CH:8]=[C:7]([O:9][CH3:10])[C:6]([C:11](=[O:26])[CH2:12][CH2:13][C:14]2[CH:19]=[CH:18][C:17]([O:20]COC)=[C:16]([O:24][CH3:25])[CH:15]=2)=[C:5]([O:27][CH2:28][C:29]([O:31][CH3:32])=[O:30])[C:4]=1[CH2:33][CH2:34][CH:35]([CH3:37])[CH3:36].Cl.CO>CO>[CH3:1][O:2][C:3]1[CH:8]=[C:7]([O:9][CH3:10])[C:6]([C:11](=[O:26])[CH2:12][CH2:13][C:14]2[CH:19]=[CH:18][C:17]([OH:20])=[C:16]([O:24][CH3:25])[CH:15]=2)=[C:5]([O:27][CH2:28][C:29]([O:31][CH3:32])=[O:30])[C:4]=1[CH2:33][CH2:34][CH:35]([CH3:37])[CH3:36] |f:1.2|. The solvent is CO (methanol). Reactants: COC1=C(C(=C(C(=C1)OC)C(CCC1=CC(=C(C=C1)OCOC)OC)=O)OCC(=O)OC)CCC(C)C (1-(4,6-dimethoxy-2-methoxycarbonylmethoxy-3-isopentylphenyl)-3-(3-methoxy-4-methoxymethoxyphenyl)-1-propanone), Cl.CO (hydrochloric acid methanol). Isolated yield 83.9%. Procedure: Then, 15.5 g of 1-(4,6-dimethoxy-2-methoxycarbonylmethoxy-3-isopentylphenyl)-3-(3-methoxy-4-methoxymethoxyphenyl)-1-propanone was dissolved in 25 ml of methanol, and 23 ml of hydrochloric acid/methanol was added to the solution and the mixture was heated and fluxed for 10 minutes. After the reaction, the solvent was removed by distillation, and the obtained solid was dissolved in a small amount of ethyl acetate and crystallized by diethyl ether/hexane to obtain 11.9 g (yield=84%) of 1-(4,6-dimet... The product is COC1=C(C(=C(C(=C1)OC)C(CCC1=CC(=C(C=C1)O)OC)=O)OCC(=O)OC)CCC(C)C (1-(4,6-dimethoxy-2-methoxycarbonylmethoxy-3-isopentylphenyl)-3-(4-hydroxy-3-methoxyphenyl)-1-propanone). Conditions: time 10 minute. The reactants are C(C)(C)(C)OC(=O)NCCCCN1C=NC=2C(=NC=3C=CC=CC3C21)N (1-[4-(tert-butoxycarbonylamino)butyl]-1H-imidazo[4,5-c]-quinoline-4-amine). The solvent is FC(C(=O)O)(F)F (trifluoroacetic acid). Reaction conditions: time 8 hour. Product: NCCCCN1C=NC=2C(=NC=3C=CC=CC3C21)N (1-(4-aminobutyl)-1H-imidazo[4,5-c]quinoline-4-amine). Isolated yield 83.7%. As a reaction SMILES: C(OC([NH:8][CH2:9][CH2:10][CH2:11][CH2:12][N:13]1[C:25]2[C:24]3[CH:23]=[CH:22][CH:21]=[CH:20][C:19]=3[N:18]=[C:17]([NH2:26])[C:16]=2[N:15]=[CH:14]1)=O)(C)(C)C>FC(F)(F)C(O)=O>[NH2:8][CH2:9][CH2:10][CH2:11][CH2:12][N:13]1[C:25]2[C:24]3[CH:23]=[CH:22][CH:21]=[CH:20][C:19]=3[N:18]=[C:17]([NH2:26])[C:16]=2[N:15]=[CH:14]1. Procedure details: One hundred ml of trifluoroacetic acid was added to 16.04 g (45.13 mmol) 1-[4-(tert-butoxycarbonylamino)butyl]-1H-imidazo[4,5-c]-quinoline-4-amine and the mixture was stirred overnight at room temperature. The reaction mixture was concentrated to dryness. A 2N sodium hydroxide solution aqueous solution (120 ml) was added thereto and the mixture was stirred. The precipitate thus formed was collected by filtration and washed with water and diethyl ether to obtain 9.64 g (37.76 mmol) of 1-(4-aminob... RXN SMILES: [C:1]([O:5][C:6]([N:8]1[CH2:20][C@@H:19]([CH3:21])[N:18]2[C@H:10]([CH2:11][C:12]3[C:17]2=[N:16][C:15]([C@H:22]([OH:24])[CH3:23])=[CH:14][CH:13]=3)[CH2:9]1)=[O:7])([CH3:4])([CH3:3])[CH3:2].[CH3:25]N(C)C=O.CI.[Cl-].[NH4+]>>[C:1]([O:5][C:6]([N:8]1[CH2:20][C@@H:19]([CH3:21])[N:18]2[C@H:10]([CH2:11][C:12]3[C:17]2=[N:16][C:15]([C@H:22]([O:24][CH3:25])[CH3:23])=[CH:14][CH:13]=3)[CH2:9]1)=[O:7])([CH3:2])([CH3:4])[CH3:3] |f:3.4|. Conditions: time 30 minute. The reactants are [Cl-].[NH4+] (ammonium chloride), C(C)(C)(C)OC(=O)N1C[C@H]2CC3=CC=C(N=C3N2[C@@H](C1)C)[C@@H](C)O ((4R,9aR)-6-(1-(R)-hydroxy-ethyl)-4-methyl-3,4,9,9a-tetrahydro-1H-2,4a,5-triaza-fluorene-2-carboxylic acid tert-butyl ester), CN(C=O)C (N,N-dimethylformamide), CI (methyl iodide). Reported procedure: To a solution of 0.75 g (2.25 mmol) (4R,9aR)-6-(1-(R)-hydroxy-ethyl)-4-methyl-3,4,9,9a-tetrahydro-1H-2,4a,5-triaza-fluorene-2-carboxylic acid tert-butyl ester in 5 mL N,N-dimethylformamide 0.12 g (2.70 mmol) sodium hydride (55–65% dispersion in oil) was added. After 30 min., 0.28 mL (0.64 g, 4.50 mmol) methyl iodide was added and the reaction mixture was stirred at 50 deg C. for 2 h. After cooling down to room temperature, the reaction mixture was poured into 10% aqueous ammonium chloride soluti... Product: C(C)(C)(C)OC(=O)N1C[C@H]2CC3=CC=C(N=C3N2[C@@H](C1)C)[C@@H](C)OC ((4R,9aR)-6-(1-(R)-Methoxy-ethyl)-4-methyl-3,4,9,9a-tetrahydro-1H-2,4a,5-triaza-fluorene-2-carboxylic acid tert-butyl ester).